From a dataset of the Open Reaction Database (ORD), a public repository of structured organic reaction records. describe an organic reaction: reactants, conditions, products, and yield Reactants: CC(=O)NC1=CC(=C(C=C1Cl)Cl)O (2,4-dichloro-5-hydroxyacetanilide), C([O-])([O-])=O.[K+].[K+] (potassium carbonate), CI (methyl iodide). The solvent is CC(=O)C (acetone). The product is CC(=O)NC1=CC(=C(C=C1Cl)Cl)OC (2,4-dichloro-5-methoxyacetanilide). Yield: 99.9%. As a reaction SMILES: [CH3:1][C:2]([NH:4][C:5]1[C:10]([Cl:11])=[CH:9][C:8]([Cl:12])=[C:7]([OH:13])[CH:6]=1)=[O:3].[C:14](=O)([O-])[O-].[K+].[K+].CI>CC(C)=O>[CH3:1][C:2]([NH:4][C:5]1[C:10]([Cl:11])=[CH:9][C:8]([Cl:12])=[C:7]([O:13][CH3:14])[CH:6]=1)=[O:3] |f:1.2.3|. Procedure details: A stirred mixture of 35.0 g (0.16 mole) of 2,4-dichloro-5-hydroxyacetanilide, 33.1 g (0.24 mole) of potassium carbonate, and 34.1 g (0.24 mole) of methyl iodide in 300 mL of acetone was heated at reflux for approximately 18 hours. The mixture was cooled and filtered. The filtrate was evaporated under reduced pressure to leave 37.4 g of 2,4-dichloro-5-methoxyacetanilide as a solid. The reactants are O1C(COC2=CC=C(C=C2)S(=O)(=O)C=2OC3=C(C2C2=CC=CC=C2)C=CC=C3)C1 ((4-(2,3-epoxypropoxy)phenylsulfonyl]-3-phenylbenzofuran), C(C)(C)N (isopropylamine). Yields the product OC(COC1=CC=C(C=C1)S(=O)(=O)C=1OC2=C(C1C1=CC=CC=C1)C=CC=C2)CNC(C)C (2-[4-(2-hydroxy-3-isopropylaminopropoxy)phenylsulfonyl]-3-phenylbenzofuran). As a reaction SMILES: [O:1]1[CH2:29][CH:2]1[CH2:3][O:4][C:5]1[CH:10]=[CH:9][C:8]([S:11]([C:14]2[O:15][C:16]3[CH:28]=[CH:27][CH:26]=[CH:25][C:17]=3[C:18]=2[C:19]2[CH:24]=[CH:23][CH:22]=[CH:21][CH:20]=2)(=[O:13])=[O:12])=[CH:7][CH:6]=1.[CH:30]([NH2:33])([CH3:32])[CH3:31]>>[OH:1][CH:2]([CH2:29][NH:33][CH:30]([CH3:32])[CH3:31])[CH2:3][O:4][C:5]1[CH:6]=[CH:7][C:8]([S:11]([C:14]2[O:15][C:16]3[CH:28]=[CH:27][CH:26]=[CH:25][C:17]=3[C:18]=2[C:19]2[CH:20]=[CH:21][CH:22]=[CH:23][CH:24]=2)(=[O:13])=[O:12])=[CH:9][CH:10]=1. Reported procedure: Treatment of 2-[(4-(2,3-epoxypropoxy)phenylsulfonyl]-3-phenylbenzofuran with isopropylamine as described in Example 3 gives the title compound. Reactants: C(=O)([O-])[O-].[Cs+].[Cs+] (Cs2CO3), Pd(dpp)Cl2, CC1(OB(OC1(C)C)C=1C=C2C(=NC1)NC=C2)C (5-(4,4,5,5-tetramethyl-1,3,2-dioxaborolan-2-yl)-1H-pyrrolo[2,3-b]pyridine), ClC1=NC(=CN=C1)N1CC(CC1)(F)F (2-chloro-6-(3,3-difluoropyrrolidin-1-yl)pyrazine). The solvent is O1CCOCC1 (1,4-dioxane), C(Cl)(Cl)Cl (CHCl3). Conditions: temperature 100 celsius. Yields the product FC1(CN(CC1)C1=CN=CC(=N1)C=1C=C2C(=NC1)NC=C2)F (5-(6-(3,3-difluoropyrrolidin-1-yl)pyrazin-2-yl)-1H-pyrrolo[2,3-b]pyridine). RXN SMILES: CC1(C)C(C)(C)OB([C:9]2[CH:10]=[C:11]3[CH:17]=[CH:16][NH:15][C:12]3=[N:13][CH:14]=2)O1.Cl[C:20]1[CH:25]=[N:24][CH:23]=[C:22]([N:26]2[CH2:30][CH2:29][C:28]([F:32])([F:31])[CH2:27]2)[N:21]=1.C([O-])([O-])=O.[Cs+].[Cs+]>O1CCOCC1.C(Cl)(Cl)Cl>[F:32][C:28]1([F:31])[CH2:29][CH2:30][N:26]([C:22]2[N:21]=[C:20]([C:9]3[CH:10]=[C:11]4[CH:17]=[CH:16][NH:15][C:12]4=[N:13][CH:14]=3)[CH:25]=[N:24][CH:23]=2)[CH2:27]1 |f:2.3.4|. Reported procedure: A stirred solution of 5-(4,4,5,5-tetramethyl-1,3,2-dioxaborolan-2-yl)-1H-pyrrolo[2,3-b]pyridine (124) (50 mg, 1 eq) and 2-chloro-6-(3,3-difluoropyrrolidin-1-yl)pyrazine (54) (1 eq) in 1,4-dioxane (5 mL) was degassed and purged under argon atmosphere for 10 min. To this reaction mixture was charged Cs2CO3 (2 eq) followed by addition of Pd(dpp)Cl2 (0.04 eq) and degassing and purging under argon for additional 10 min. The reaction mixture was heated at 100° C. for 12 h in a sealed tube. After compl... Run in CN1C(CCC1)=O (1-methyl-pyrrolidinone). Yields the product O=C1SC2=C(N1)C=C(C=C2)C#N (2-Oxo-2,3-dihydro-benzothiazole-5-carbonitrile). The reagents and catalysts are [Ni](Br)Br (nickel(II) bromide). Yield: 36.3%. Run at time 1 hour. The reactants are ClC=1C=CC2=C(NC(S2)=O)C1 (5-chloro-3H-benzothiazol-2-one), [C-]#N.[Na+] (sodium cyanide). Procedure details: Heat a mixture of 5-chloro-3H-benzothiazol-2-one (9.3 g, 50 mmol), nickel(II) bromide (10.9 g, 50 mmol) and sodium cyanide (4.91 g, 100 mmol) in 1-methyl-pyrrolidinone (100 mL) in a microwave reactor 5 to 200° C. over 15 min and hold 1 h. Filter the cooled mixture through a glass frit, add diethyl ether and brine and filter again. Wash the organic phase with brine three times and concentrate in vacuo. Pass the residue through a plug of silica gel eluting with hexane/EtOAc (2:1) and then dichloro... RXN SMILES: Cl[C:2]1[CH:3]=[CH:4][C:5]2[S:9][C:8](=[O:10])[NH:7][C:6]=2[CH:11]=1.[C-:12]#[N:13].[Na+]>CN1CCCC1=O.[Ni](Br)Br>[O:10]=[C:8]1[NH:7][C:6]2[CH:11]=[C:2]([C:12]#[N:13])[CH:3]=[CH:4][C:5]=2[S:9]1 |f:1.2|. Starting materials: COc1ccc(Cn2nc(C)c3cc([N+](=O)[O-])ccc32)cc1, CCOC(C)=O, CO. Product: COc1ccc(Cn2nc(C)c3cc(N)ccc32)cc1. RXN SMILES: [CH3:1][O:2][c:3]1[cH:4][cH:5][c:6]([CH2:7][n:8]2[n:9][c:10]([CH3:20])[c:11]3[cH:12][c:13]([N+:17]([O-:18])=[O:19])[cH:14][cH:15][c:16]23)[cH:21][cH:22]1.[CH3:23][CH2:24][O:25][C:26]([CH3:27])=[O:28].[CH3:29][OH:30]>>[CH3:1][O:2][c:3]1[cH:4][cH:5][c:6]([CH2:7][n:8]2[n:9][c:10]([CH3:20])[c:11]3[cH:12][c:13]([NH2:17])[cH:14][cH:15][c:16]23)[cH:21][cH:22]1.